From a dataset of the Open Reaction Database (ORD), a public repository of structured organic reaction records. describe an organic reaction: reactants, conditions, products, and yield Starting materials: [O-]CC.[Na+] (sodium ethoxide), Cl.C(C)OC(CC(N)=N)=O (carbamimidoyl-acetic acid ethyl ester hydrochloride), BrCC(=O)C1=CC=C(C#N)C=C1 (4-Bromoacetyl-benzonitrile). Solvent: C(C)O (ethanol), C(C)O (ethanol). Conditions: temperature 2.5 celsius, time 5 minute. Yields the product C(C)OC(=O)C1=C(NC(=C1)C1=CC=C(C=C1)C#N)N (2-Amino-5-(4-cyano-phenyl)-1H-pyrrole-3-carboxylic acid ethyl ester). RXN SMILES: Cl.[CH2:2]([O:4][C:5](=[O:10])[CH2:6][C:7](=[NH:9])[NH2:8])[CH3:3].[O-]CC.[Na+].Br[CH2:16][C:17]([C:19]1[CH:26]=[CH:25][C:22]([C:23]#[N:24])=[CH:21][CH:20]=1)=O>C(O)C>[CH2:2]([O:4][C:5]([C:6]1[CH:16]=[C:17]([C:19]2[CH:26]=[CH:25][C:22]([C:23]#[N:24])=[CH:21][CH:20]=2)[NH:9][C:7]=1[NH2:8])=[O:10])[CH3:3] |f:0.1,2.3|. Reported procedure: A mixture of 42.53 g (0.255 mol) carbamimidoyl-acetic acid ethyl ester hydrochloride in 70 ml absolute ethanol is treated at 0 to 5° C. with 95.3 ml of a 21% sodium ethoxide solution in ethanol (0.255 mol) and stirred 5 min at 0 to 5° C. 4-Bromoacetyl-benzonitrile (28.6 g, 0.128 mol) is then added in portions over 20 min at 0 to 5° C. Stirring is continued at this temperature for 5 min then the ice bath is removed and the yellow suspension is stirred over night at RT. The solid is filtered off, ... Reactants: C(=O)=O (carbon dioxide), BrC=1C=C(C2=C(C1C)C1(SCCS1)CCS2)C (6-bromo-2,3-dihydro-5,8-dimethylspiro[4H-1-benzothiopyran-4,2'-[1,3]dithiolane]), C(CCC)[Li] (n-butyllithium), solution. The solvent is hexanes, O1CCCC1 (tetrahydrofuran), CCCCCC (hexane). Conditions: time 2 hour. Product: CC1=C(C=C(C2=C1C1(SCCS1)CCS2)C)C(=O)O (2,3-dihydro-5,8-dimethylspiro[4H-1-benzothiopyran4,2'-[1,3]dithiolane]-6-carboxylic acid). Reaction SMILES: Br[C:2]1[CH:3]=[C:4]([CH3:17])[C:5]2[S:16][CH2:15][CH2:14][C:9]3([S:13][CH2:12][CH2:11][S:10]3)[C:6]=2[C:7]=1[CH3:8].C([Li])CCC.[C:23](=[O:25])=[O:24]>O1CCCC1.CCCCCC>[CH3:8][C:7]1[C:6]2[C:9]3([CH2:14][CH2:15][S:16][C:5]=2[C:4]([CH3:17])=[CH:3][C:2]=1[C:23]([OH:25])=[O:24])[S:13][CH2:12][CH2:11][S:10]3. Reported procedure: To a solution of the title compound of Step A (2.7 g, 7.7 mmol) in tetrahydrofuran (20 mL) under a nitrogen atmosphere cooled to -78° C. was added n-butyllithium (Aldrich, 4.6 mL, 11.5 mmol of a 2.5 M solution in hexane) dropwise while maintaining the temperature below -60° C. After stirring for 2 h, excess carbon dioxide (dry ice) was added. The resulting mixture was allowed to warm to room temperature and was left at room temperature overnight. To this reaction mixture was added hexanes (30 mL...